Dataset: the Open Reaction Database (ORD), a public repository of structured organic reaction records. Task: describe an organic reaction: reactants, conditions, products, and yield Reactants: Oc1cc(-c2ccccc2)nc2c(Br)cccc12, CCCCC([SnH3])=C(CCCC)CCCC, [Cl-], [Li+], C1COCCO1, c1ccc(P(c2ccccc2)(c2ccccc2)[Pd](P(c2ccccc2)(c2ccccc2)c2ccccc2)(P(c2ccccc2)(c2ccccc2)c2ccccc2)P(c2ccccc2)(c2ccccc2)c2ccccc2)cc1. The product is C=Cc1cccc2c(O)cc(-c3ccccc3)nc12. Reaction SMILES: [Br:1][c:2]1[cH:3][cH:4][cH:5][c:6]2[c:7]([OH:18])[cH:8][c:9](-[c:12]3[cH:13][cH:14][cH:15][cH:16][cH:17]3)[n:10][c:11]12.[CH2:21]([CH2:22][CH2:34][CH3:35])[C:23]([SnH3:24])=[C:25]([CH2:26][CH2:27][CH2:28][CH3:29])[CH2:30][CH2:31][CH2:32][CH3:33].[Cl-:20].[Li+:19].[O:36]1[CH2:37][CH2:38][O:39][CH2:40][CH2:41]1.[cH:42]1[cH:43][cH:44][c:45]([P:46]([Pd:47]([P:48]([c:49]2[cH:50][cH:51][cH:52][cH:53][cH:54]2)([c:55]2[cH:56][cH:57][cH:58][cH:59][cH:60]2)[c:61]2[cH:62][cH:63][cH:64][cH:65][cH:66]2)([P:67]([c:68]2[cH:69][cH:70][cH:71][cH:72][cH:73]2)([c:74]2[cH:75][cH:76][cH:77][cH:78][cH:79]2)[c:80]2[cH:81][cH:82][cH:83][cH:84][cH:85]2)[P:86]([c:87]2[cH:88][cH:89][cH:90][cH:91][cH:92]2)([c:93]2[cH:94][cH:95][cH:96][cH:97][cH:98]2)[c:99]2[cH:100][cH:101][cH:102][cH:103][cH:104]2)([c:105]2[cH:106][cH:107][cH:108][cH:109][cH:110]2)[c:111]2[cH:112][cH:113][cH:114][cH:115][cH:116]2)[cH:117][cH:118]1>>[c:2]1([CH:21]=[CH2:22])[cH:3][cH:4][cH:5][c:6]2[c:7]([OH:18])[cH:8][c:9](-[c:12]3[cH:13][cH:14][cH:15][cH:16][cH:17]3)[n:10][c:11]12. Starting materials: COC(CC=1N=C(SC1)NC(=O)OCC1=CC=CC=C1)=O (2-(2-benzyloxycarbonylamino-4-thiazolyl)acetic acid methyl ester), C(C1=CC=CC=C1)O (benzyl alcohol), C[O-].[Na+] (sodium methoxide), CO (methanol). The solvent is C1(=CC=CC=C1)C (toluene). The product is C(C1=CC=CC=C1)OC(C=COCC1=CC=CC=C1)=O (3-benzyloxyacrylic acid benzyl ester). The yield is 45.0%. RXN SMILES: COC(=O)CC1N=C(N[C:11]([O:13][CH2:14][C:15]2[CH:20]=[CH:19][CH:18]=[CH:17][CH:16]=2)=O)SC=1.[CH2:22]([OH:29])[C:23]1[CH:28]=[CH:27][CH:26]=[CH:25][CH:24]=1.[CH3:30][O-:31].[Na+].[CH3:33]O>C1(C)C=CC=CC=1>[CH2:22]([O:29][C:30](=[O:31])[CH:33]=[CH:11][O:13][CH2:14][C:15]1[CH:16]=[CH:17][CH:18]=[CH:19][CH:20]=1)[C:23]1[CH:28]=[CH:27][CH:26]=[CH:25][CH:24]=1 |f:2.3|. Reported procedure: A mixture of 3-methoxyacrylic acid methyl ester (1), benzyl alcohol (1.2 equivalents), a solution of sodium methoxide in methanol (0.05 equivalents), and toluene (3.7 parts) is heated for 3 hours to remove methanol under azeotropic distillation. The mixture is concentrated in vacuo to remove the solvent, distilled in vacuo to remove by-products (94° to 112° C. at 3 mmHg), and cooled. The residue is chromatographed over silica gel (benzene:ethyl acetate=95:5) to give 3-benzyloxyacrylic acid benzy... The reactants are C1NC(CC=2C3=CC=CC=C3NC12)C(=O)O ((3RS)-1,2,3,4-tetrahydro-β-carboline-3-carboxylic acid), ClC1=CC=C(CCl)C=C1 (4-chlorobenzyl chloride), C(=S)=S (carbon disulfide), [OH-].[Na+] (NaOH), C(C)O (ethanol). Product: ClC1=CC=C(CSC(=S)N2CC=3NC4=CC=CC=C4C3CC2C(=O)O)C=C1 ((3RS)-2-[(4-Chlorobenzylthio)thiocarbonyl]-1,2,3,4-tetrahydro-β-carboline-3-carboxylic acid). Yield: 65.0%. As a reaction SMILES: [CH2:1]1[C:13]2[NH:12][C:11]3[C:6](=[CH:7][CH:8]=[CH:9][CH:10]=3)[C:5]=2[CH2:4][CH:3]([C:14]([OH:16])=[O:15])[NH:2]1.[OH-].[Na+].C(O)C.[Cl:22][C:23]1[CH:30]=[CH:29][C:26]([CH2:27]Cl)=[CH:25][CH:24]=1.[C:31](=[S:33])=[S:32]>>[Cl:22][C:23]1[CH:30]=[CH:29][C:26]([CH2:27][S:33][C:31]([N:2]2[CH:3]([C:14]([OH:16])=[O:15])[CH2:4][C:5]3[C:6]4[C:11](=[CH:10][CH:9]=[CH:8][CH:7]=4)[NH:12][C:13]=3[CH2:1]2)=[S:32])=[CH:25][CH:24]=1 |f:1.2|. Procedure details: In the same manner as described in Example 16, (3RS)-1,2,3,4-tetrahydro-β-carboline-3-carboxylic acid (1.08 g), 2N NaOH (5 ml), 50% ethanol (15 ml), carbon disulfide (0.3 ml) and 4-chlorobenzyl chloride (1.13 g) are reacted and treated. The product is purified by silica gel column chromatography (solvent, chloroform:methanol:acetic acid=97:2:1) to give the title compound (1.36 g, 65%), as pale yellow powder. Starting materials: CC(C)(C)O, CC(C)(C)c1c(O)ccc2c1CCO2, CS(=O)(=O)O, ClC(Cl)Cl, [Na+], [OH-], O. Yields the product CC(C)(C)c1cc2c(c(C(C)(C)C)c1O)CCO2. RXN SMILES: [C:20]([CH3:21])([CH3:22])([CH3:23])[OH:24].[C:6]([CH3:7])([CH3:8])([CH3:9])[c:10]1[c:11]([OH:19])[cH:12][cH:13][c:14]2[c:15]1[CH2:16][CH2:17][O:18]2.[CH3:1][S:2](=[O:3])(=[O:4])[OH:5].[CH:28]([Cl:29])([Cl:30])[Cl:31].[Na+:26].[OH-:25].[OH2:27]>>[C:6]([CH3:7])([CH3:8])([CH3:9])[c:10]1[c:11]([OH:19])[c:12]([C:20]([CH3:21])([CH3:22])[CH3:23])[cH:13][c:14]2[c:15]1[CH2:16][CH2:17][O:18]2. Starting materials: CC(C)(C)C1COC(CC2=NC(C(C)(C)C)CO2)=N1, C1CCCCC1, C=C(F)Cl, [Cu+2], O=S(=O)([O-])C(F)(F)F, O=S(=O)([O-])C(F)(F)F, CCOC(=O)C=[N+]=[N-]. The product is CCOC(=O)C1CC1(F)Cl. RXN SMILES: [CH2:1]([C:2]1=[N:10][CH:5]([C:6]([CH3:7])([CH3:8])[CH3:9])[CH2:4][O:3]1)[C:11]1=[N:19][CH:14]([C:15]([CH3:16])([CH3:17])[CH3:18])[CH2:13][O:12]1.[CH2:32]1[CH2:33][CH2:34][CH2:35][CH2:36][CH2:37]1.[Cl:20][C:21](=[CH2:22])[F:23].[Cu+2:46].[F:38][C:39]([F:40])([F:41])[S:42]([O-:43])(=[O:44])=[O:45].[F:47][C:48]([F:49])([F:50])[S:51]([O-:52])(=[O:53])=[O:54].[N+:24](=[N-:25])=[CH:26][C:27](=[O:28])[O:29][CH2:30][CH3:31]>>[Cl:20][C:21]1([F:23])[CH2:22][CH:26]1[C:27](=[O:28])[O:29][CH2:30][CH3:31]. Reactants: S(=O)(=O)(C1=CC=C(C)C=C1)Cl (TsCl), O[C@H](C(=O)NC)C1=CC=CC=C1 ((S)-2-Hydroxy-N-methyl-2-phenylacetamide), CCN(C(C)C)C(C)C (DIPEA). Run in ClCCl (dichloromethane), C(C)(=O)OCC (ethyl acetate). Conditions: time 5 hour. The product is CC1=CC=C(C=C1)S(=O)(=O)O[C@H](C(=O)NC)C1=CC=CC=C1 ((S)-2-(Methylamino)-2-oxo-1-phenylethyl 4-methylbenzenesulfonate). Isolated yield 61.2%. As a reaction SMILES: [S:1](Cl)([C:4]1[CH:10]=[CH:9][C:7]([CH3:8])=[CH:6][CH:5]=1)(=[O:3])=[O:2].[OH:12][C@@H:13]([C:18]1[CH:23]=[CH:22][CH:21]=[CH:20][CH:19]=1)[C:14]([NH:16][CH3:17])=[O:15].CCN(C(C)C)C(C)C>ClCCl.C(OCC)(=O)C>[CH3:8][C:7]1[CH:9]=[CH:10][C:4]([S:1]([O:12][C@@H:13]([C:18]2[CH:23]=[CH:22][CH:21]=[CH:20][CH:19]=2)[C:14]([NH:16][CH3:17])=[O:15])(=[O:3])=[O:2])=[CH:5][CH:6]=1. Procedure details: TsCl (4.75 g, 25 mmol, 1.0 eq) was added portion-wise at rt to a solution of 37 (4.13 g, 25 mmol, 1.0 eq) and DIPEA (3.22 g, 4.4 mL, 25 mmol, 1.0 eq) in dichloromethane (100 mL). The reaction mixture was stirred at rt for 5 h, then was concentrated under reduced pressure to give an oil. The crude oil was dissolved in ethyl acetate (150 mL), and the solution was washed sequentially with water (100 mL), saturated sodium bicarbonate solution (2×75 mL) and brine (75 mL). The organic solution was dri...